From a dataset of the Open Reaction Database (ORD), a public repository of structured organic reaction records. describe an organic reaction: reactants, conditions, products, and yield Starting materials: COC=1C=C(C=CC1)NC(NC=1SC=C(N1)C(C(=O)OCC)=O)=O (ethyl 2-(3-m-methoxyphenylureido)thiazol-4-ylglyoxylate), S1C(=S)N(C(=O)C1)CC(=O)O (rhodanine-3-acetic acid), [Cl-].[NH4+] (ammonium chloride), N (ammonia). The solvent is C(C)O (ethanol). The product is O.COC=1C=C(C=CC1)NC(NC=1SC=C(N1)C(C(=O)OCC)=C1C(N(C(S1)=S)CC(=O)O)=O)=O (5-{1-[2-(3-m-Methoxyphenylureido)thiazol-4-yl]-1-ethoxycarbonylmethylene}rhodanine-3-acetic acid monohydrate). As a reaction SMILES: [CH3:1][O:2][C:3]1[CH:4]=[C:5]([NH:9][C:10](=[O:24])[NH:11][C:12]2[S:13][CH:14]=[C:15]([C:17](=O)[C:18]([O:20][CH2:21][CH3:22])=[O:19])[N:16]=2)[CH:6]=[CH:7][CH:8]=1.[S:25]1[CH2:31][C:29](=[O:30])[N:28]([CH2:32][C:33]([OH:35])=[O:34])[C:26]1=[S:27].[Cl-].[NH4+].N>C(O)C>[OH2:2].[CH3:1][O:2][C:3]1[CH:4]=[C:5]([NH:9][C:10](=[O:24])[NH:11][C:12]2[S:13][CH:14]=[C:15]([C:17](=[C:31]3[S:25][C:26](=[S:27])[N:28]([CH2:32][C:33]([OH:35])=[O:34])[C:29]3=[O:30])[C:18]([O:20][CH2:21][CH3:22])=[O:19])[N:16]=2)[CH:6]=[CH:7][CH:8]=1 |f:2.3,6.7|. Procedure: Following a procedure similar to that described in Example 1, the desired compound was prepared from 1.75 g of ethyl 2-(3-m-methoxyphenylureido)thiazol-4-ylglyoxylate, 0.95 g of rhodanine-3-acetic acid, 0.5 g of ammonium chloride, 0.5 ml of 28% v/v aqueous ammonia and 20 ml of ethanol. The resulting product was a yellow powder having the following physical properties. The reactants are OC1=CC=C(C=C1)C(C)=O (p-Hydroxyacetophenone), C(C)(=O)OC1=CC=C(C=C1)C(C)O (1-(p-acetoxyphenyl)ethanol), OS(=O)(=O)[O-].[K+] (potassium acid sulfate). Product: C(C)(=O)OC1=CC=C(C=C)C=C1 (p-acetoxystyrene). Reaction SMILES: OC1C=CC(C(=O)C)=CC=1.[C:11]([O:14][C:15]1[CH:20]=[CH:19][C:18]([CH:21](O)[CH3:22])=[CH:17][CH:16]=1)(=[O:13])[CH3:12].OS([O-])(=O)=O.[K+]>>[C:11]([O:14][C:15]1[CH:20]=[CH:19][C:18]([CH:21]=[CH2:22])=[CH:17][CH:16]=1)(=[O:13])[CH3:12] |f:2.3|. Reported procedure: p-Hydroxyacetophenone was converted to 1-(p-acetoxyphenyl)ethanol and then dehydrated using liquid phase dehydration in the presence of potassium acid sulfate to produce p-acetoxystyrene, according to the method of Corson et al (J. Org. Chem., 1958 23, 544). p-Acetoxystyrene (1.6 g) was added to a stirred solution of potassium hydroxide (1.4 g) in water (14 ml) at 5 degrees Centigrade. Stirring was continued at 0-5 degrees Centigrade for 2 h. The mixture was then washed with ether, and the aqueo... Reactants: BrC=1C=C(C(=O)OC)C=CN1 (Methyl 2-bromoisonicotinate), FC=1C=C(C=C(C1F)F)B(O)O (3,4,5-trifluorophenylboronic acid), C([O-])([O-])=O.[K+].[K+] (potassium carbonate). Reagents/catalysts: Cl[Pd]Cl (PdCl2). Solvent: C(Cl)Cl (DCM), CO (methanol). Run at temperature 100 celsius. Product: FC=1C=C(C=C(C1F)F)C=1C=C(C(=O)OC)C=CN1 (Methyl 2-(3,4,5-trifluorophenyl)isonicotinate). Isolated yield 52.9%. Reaction SMILES: Br[C:2]1[CH:3]=[C:4]([CH:9]=[CH:10][N:11]=1)[C:5]([O:7][CH3:8])=[O:6].[F:12][C:13]1[CH:14]=[C:15](B(O)O)[CH:16]=[C:17]([F:20])[C:18]=1[F:19].C(=O)([O-])[O-].[K+].[K+]>CO.C(Cl)Cl.Cl[Pd]Cl>[F:12][C:13]1[CH:14]=[C:15]([C:2]2[CH:3]=[C:4]([CH:9]=[CH:10][N:11]=2)[C:5]([O:7][CH3:8])=[O:6])[CH:16]=[C:17]([F:20])[C:18]=1[F:19] |f:2.3.4|. Procedure details: Methyl 2-bromoisonicotinate (4 g, 18.52 mmol), 3,4,5-trifluorophenylboronic acid (4.89 g, 27.77 mmol), potassium carbonate (3.84 g, 27.77 mmol) and PdCl2 (dppf) (0.402 g, 0.56 mmol) were mixed in methanol (30 mL) in two separate 20 mL microwave vials. The vials were capped and heated at 100° C. for 10 min in a single node microwave reactor. Water and DCM were added and the phases were separated. The water phase (pH 9) was extracted with DCM and the combined organic phase washed with brine, passe... The reactants are COc1cc(Br)c(OC)c(CO)c1, C1CCOC1, O, O=S(Cl)Cl. Yields the product COc1cc(Br)c(OC)c(CCl)c1. As a reaction SMILES: [Br:1][c:2]1[c:3]([O:12][CH3:13])[c:4]([CH2:10][OH:11])[cH:5][c:6]([O:8][CH3:9])[cH:7]1.[CH2:19]1[O:20][CH2:21][CH2:22][CH2:23]1.[OH2:18].[S:14]([Cl:15])([Cl:16])=[O:17]>>[Br:1][c:2]1[c:3]([O:12][CH3:13])[c:4]([CH2:10][Cl:16])[cH:5][c:6]([O:8][CH3:9])[cH:7]1. Starting materials: CC(C)(C)OC(=O)Nc1nc(-c2ccco2)c(C=O)s1, [Li]CCCC, C1CCOC1, CCCCCC, [Cl-], [NH4+]. Reaction SMILES: [C:1]([CH3:2])([CH3:3])([CH3:4])[O:5][C:6](=[O:7])[NH:8][c:9]1[s:10][c:11]([CH:19]=[O:20])[c:12](-[c:14]2[o:15][cH:16][cH:17][cH:18]2)[n:13]1.[CH2:21]([CH2:22][CH2:23][CH3:24])[Li:25].[CH2:34]1[O:35][CH2:36][CH2:37][CH2:38]1.[CH3:26][CH2:27][CH2:28][CH2:29][CH2:30][CH3:31].[Cl-:32].[NH4+:33]>>[C:1]([CH3:2])([CH3:3])([CH3:4])[O:5][C:6](=[O:7])[NH:8][c:9]1[s:10][c:11]([CH:19]([OH:20])[CH2:21][CH2:22][CH2:23][CH3:24])[c:12](-[c:14]2[o:15][cH:16][cH:17][cH:18]2)[n:13]1. Yields the product CCCCC(O)c1sc(NC(=O)OC(C)(C)C)nc1-c1ccco1. Reactants: C1(=CC=CC=C1)CCC(=O)NC=1C=C2C(C(N(C2=CC1[N+](=O)[O-])C)=O)(C)C (3-phenyl-N-(1,3,3-trimethyl-6-nitro-2-oxo-2,3-dihydro-1H-indol-5-yl)-propionamide), C(C)(=O)O (acetic acid). The reagents and catalysts are [Pd] (Pd/C). The product is CN1C(C(C=2C=C3C(=CC12)N=C(N3)CCC3=CC=C(C=C3)C)(C)C)=O (5,7,7-Trimethyl-2-(2-p-tolyl-ethyl)-5,7-dihydro-1H-imidazo[4,5-f]indol-6-one). Reaction SMILES: [C:1]1([CH2:7][CH2:8][C:9]([NH:11][C:12]2[CH:13]=[C:14]3[C:18](=[CH:19][C:20]=2[N+:21]([O-])=O)[N:17]([CH3:24])[C:16](=[O:25])[C:15]3([CH3:27])[CH3:26])=O)[CH:6]=[CH:5][CH:4]=[CH:3][CH:2]=1.[C:28](O)(=O)C>[Pd]>[CH3:24][N:17]1[C:18]2[CH:19]=[C:20]3[N:21]=[C:9]([CH2:8][CH2:7][C:1]4[CH:6]=[CH:5][C:4]([CH3:28])=[CH:3][CH:2]=4)[NH:11][C:12]3=[CH:13][C:14]=2[C:15]([CH3:27])([CH3:26])[C:16]1=[O:25]. Procedure details: A solution of 3-phenyl-N-(1,3,3-trimethyl-6-nitro-2-oxo-2,3-dihydro-1H-indol-5-yl)-propionamide (532 mg) in acetic acid (8 ml) is hydrogenated at 2-4 bar at RT using Pd/C (10%, 80 mg), where upon ring closure occurs. After evaporation of the solvent the residue is taken-up in NaOH solution (2 N) and extracted with EtOAc (2×20 ml). The combined organic layer is washed with brine, dried over Na2SO4 and evaporated. The residual material is triturated with acetone to give the desired compound (466 m... Reactants: FC1=CC=C(C=C1)C1(CCOCC1)C(=O)O (4-(4-fluorophenyl)tetrahydro-2H-pyran-4-carboxylic acid), CN[C@@H]1CCC=2N(C3=CC=CC=C3C2CC(=O)OCCC)C1 (propyl [(7R)-7-(methylamino)-6,7,8,9-tetrahydropyrido[1,2-a]indol-10-yl]acetate). The product is FC1=CC=C(C=C1)C1(CCOCC1)C(=O)N([C@@H]1CCC=2N(C3=CC=CC=C3C2CC(=O)O)C1)C (((7R)-7-{[4-(4-Fluoro-phenyl)-tetrahydro-pyran-4-carbonyl]-methyl-amino}-6,7,8,9-tetrahydropyrido[1,2-a]indol-10-yl)-acetic acid). Reaction SMILES: [F:1][C:2]1[CH:7]=[CH:6][C:5]([C:8]2([C:14]([OH:16])=O)[CH2:13][CH2:12][O:11][CH2:10][CH2:9]2)=[CH:4][CH:3]=1.[CH3:17][NH:18][C@H:19]1[CH2:38][N:23]2[C:24]3[C:29]([C:30]([CH2:31][C:32]([O:34]CCC)=[O:33])=[C:22]2[CH2:21][CH2:20]1)=[CH:28][CH:27]=[CH:26][CH:25]=3>>[F:1][C:2]1[CH:3]=[CH:4][C:5]([C:8]2([C:14]([N:18]([CH3:17])[C@H:19]3[CH2:38][N:23]4[C:24]5[C:29]([C:30]([CH2:31][C:32]([OH:34])=[O:33])=[C:22]4[CH2:21][CH2:20]3)=[CH:28][CH:27]=[CH:26][CH:25]=5)=[O:16])[CH2:9][CH2:10][O:11][CH2:12][CH2:13]2)=[CH:6][CH:7]=1. Reported procedure: The title compound was prepared using analogous procedures described in Example 1 (Method A) from 4-(4-fluorophenyl)tetrahydro-2H-pyran-4-carboxylic acid and propyl [(7R)-7-(methylamino)-6,7,8,9-tetrahydropyrido[1,2-a]indol-10-yl]acetate. MS (+ESI) m/z: 465. The reactants are NC1=C(C(=O)C2=CC=CC=C2)C=CC(=C1)C (2-amino-4-methylbenzophenone), CC(=O)C (acetone), S(O)(O)(=O)=O (sulfuric acid), [BH4-].[Na+] (sodium borohydride). Run at temperature 20 celsius. The product is C(C)(C)NC1=C(C(=O)C2=CC=CC=C2)C=CC(=C1)C (2-(N-isopropylamino)-4-methylbenzophenone). The yield is 95.0%. As a reaction SMILES: [NH2:1][C:2]1[CH:15]=[C:14]([CH3:16])[CH:13]=[CH:12][C:3]=1[C:4]([C:6]1[CH:11]=[CH:10][CH:9]=[CH:8][CH:7]=1)=[O:5].S(=O)(=O)(O)O.[BH4-].[Na+].[CH3:24][C:25]([CH3:27])=O>>[CH:25]([NH:1][C:2]1[CH:15]=[C:14]([CH3:16])[CH:13]=[CH:12][C:3]=1[C:4]([C:6]1[CH:11]=[CH:10][CH:9]=[CH:8][CH:7]=1)=[O:5])([CH3:27])[CH3:24] |f:2.3|. Procedure: To a solution of 63.3 gms. of 2-amino-4-methylbenzophenone in 722 mls. of acetone is added 87 gms. of 49% aqueous sulfuric acid. The mixture is cooled to 20° C. With stirring, and by portionwise addition, 31.2 gms. of sodium borohydride is added to the mixture over a period of 70 minutes. After the addition, the mixture is stirred for an additional 5 hours at 25° C. The suspended solids are filtered and then washed with 300 mls. of acetone. The acetone solutions are combined and concentrated. To...